This data is from the Open Reaction Database (ORD), a public repository of structured organic reaction records. The task is: describe an organic reaction: reactants, conditions, products, and yield The reactants are OCc1sc2cc3c(cc2c1Cl)OCO3, O, BrP(Br)Br. Product: Clc1c(CBr)sc2cc3c(cc12)OCO3. As a reaction SMILES: [Cl:5][c:6]1[c:7]([CH2:18][OH:19])[s:8][c:9]2[cH:10][c:11]3[c:15]([cH:16][c:17]12)[O:14][CH2:13][O:12]3.[OH2:20].[P:1]([Br:2])([Br:3])[Br:4]>>[Br:2][CH2:18][c:7]1[c:6]([Cl:5])[c:17]2[c:9]([s:8]1)[cH:10][c:11]1[c:15]([cH:16]2)[O:14][CH2:13][O:12]1. Reactants: C1(CCC(CC1)=O)=O (Cyclohexane-1,4-dione), ethylene monoketal, C(C1=CC=CC=C1)=P(C1=CC=CC=C1)(C1=CC=CC=C1)C1=CC=CC=C1 (benzylidenetriphenylphosphorane). Product: C(C1=CC=CC=C1)C1CCC(CC1)=O (4-Benzylcyclohexanone), C(C1=CC=CC=C1)=C1CCC(CC1)=O (4-benzylidenecyclohexanone), ethylene ketal. Reaction SMILES: [C:1]1(=O)[CH2:6][CH2:5][C:4](=[O:7])[CH2:3][CH2:2]1.[CH:9](=P(C1C=CC=CC=1)(C1C=CC=CC=1)C1C=CC=CC=1)[C:10]1[CH:15]=[CH:14][CH:13]=[CH:12][CH:11]=1>>[CH2:9]([CH:1]1[CH2:2][CH2:3][C:4](=[O:7])[CH2:5][CH2:6]1)[C:10]1[CH:15]=[CH:14][CH:13]=[CH:12][CH:11]=1.[CH:9](=[C:1]1[CH2:2][CH2:3][C:4](=[O:7])[CH2:5][CH2:6]1)[C:10]1[CH:15]=[CH:14][CH:13]=[CH:12][CH:11]=1. Reported procedure: 4-Benzylcyclohexanone is prepared as follows. Cyclohexane-1,4-dione, ethylene monoketal is reacted with benzylidenetriphenylphosphorane to afford 4-benzylidenecyclohexanone, ethylene ketal, which is catalytically hydrogenated, e.g., using palladium on carbon, to give 4-benzylcyclohexanone, ethylene ketal. Deketalization with mineral acid, e.g., hydrochloric acid in acetone solution, provides 4-benzylcyclohexanone. Reactants: Br (hydrobromic acid), COC1=CC(=CC2=C1C(C1=C(CC2)C=CC=C1)=O)CC(=O)O (4-Methoxy-10,11-dihydro-5-oxo-5H-dibenzo[a,d]cyclohepten-2-yl acetic acid), O (water). As a reaction SMILES: C[O:2][C:3]1[C:8]2[C:9](=[O:18])[C:10]3[CH:17]=[CH:16][CH:15]=[CH:14][C:11]=3[CH2:12][CH2:13][C:7]=2[CH:6]=[C:5]([CH2:19][C:20]([OH:22])=[O:21])[CH:4]=1.Br.O>C(O)(=O)C>[OH:2][C:3]1[C:8]2[C:9](=[O:18])[C:10]3[CH:17]=[CH:16][CH:15]=[CH:14][C:11]=3[CH2:12][CH2:13][C:7]=2[CH:6]=[C:5]([CH2:19][C:20]([OH:22])=[O:21])[CH:4]=1. Reported procedure: 4-Methoxy-10,11-dihydro-5-oxo-5H-dibenzo[a,d]cyclohepten-2-yl acetic acid (0.3 g) is refluxed in acetic acid (4.5 ml) and 48% aqueous hydrobromic acid (4.5 ml) for 30 minutes. The cooled solution is poured into water and extracted with ethyl acetate. The extract is washed, dried, evaporated and the residue recrystallized from ethyl acetate/hexane to afford 4-hydroxy-10,11-dihydro-5-oxo-5H-dibenzo[a,d]cyclohepten-2-yl acetic acid, mp 149°-151°. The product is OC1=CC(=CC2=C1C(C1=C(CC2)C=CC=C1)=O)CC(=O)O (4-hydroxy-10,11-dihydro-5-oxo-5H-dibenzo[a,d]cyclohepten-2-yl acetic acid). The solvent is C(C)(=O)O (acetic acid). Starting materials: [OH-].[Na+] (sodium hydroxide), [Br-].C(C)OC(=O)C=CC=CC[P+](C1=CC=CC=C1)(C1=CC=CC=C1)C1=CC=CC=C1 (5-ethoxycarbonylpenta-2,4-dienyltriphenylphosphonium bromide), C(C)OC(=O)C=CC=CCP(C1=CC=CC=C1)(C1=CC=CC=C1)C1=CC=CC=C1 (5-ethoxycarbonylpenta-2,4-dienyltriphenylphosphorane), O1C(CCCC1)OC1C(C(CC1OC1OCCCC1)C=O)CCC(CCCCC)OC1OCCCC1 (3,4-di(2-tetrahydropyranyloxy)-2-[3-(2-tetrahydropyranyloxy)octyl]cyclopentane carbaldehyde). Solvent: O (water), C(Cl)(Cl)Cl (chloroform). Reaction conditions: time 18 hour. Product: O1C(CCCC1)OC1C(C(CC1OC1OCCCC1)C=CC=CC=CC(=O)OCC)CCC(CCCCC)OC1OCCCC1 (ethyl 7-{3,4-di(2-tetrahydropyranyloxy)-2-[3 -(2-tetrahydropyranyloxy)octyl]cyclopentyl}-hepta-2,4,6-trienoate). As a reaction SMILES: [CH2:1]([O:3][C:4]([CH:6]=[CH:7][CH:8]=[CH:9][CH2:10]P(C1C=CC=CC=1)(C1C=CC=CC=1)C1C=CC=CC=1)=[O:5])[CH3:2].[OH-].[Na+].[Br-].C(OC(C=CC=CC[P+](C1C=CC=CC=1)(C1C=CC=CC=1)C1C=CC=CC=1)=O)C.[O:62]1[CH2:67][CH2:66][CH2:65][CH2:64][CH:63]1[O:68][CH:69]1[CH:73]([O:74][CH:75]2[CH2:80][CH2:79][CH2:78][CH2:77][O:76]2)[CH2:72][CH:71]([CH:81]=O)[CH:70]1[CH2:83][CH2:84][CH:85]([O:91][CH:92]1[CH2:97][CH2:96][CH2:95][CH2:94][O:93]1)[CH2:86][CH2:87][CH2:88][CH2:89][CH3:90]>O.C(Cl)(Cl)Cl>[O:62]1[CH2:67][CH2:66][CH2:65][CH2:64][CH:63]1[O:68][CH:69]1[CH:73]([O:74][CH:75]2[CH2:80][CH2:79][CH2:78][CH2:77][O:76]2)[CH2:72][CH:71]([CH:81]=[CH:10][CH:9]=[CH:8][CH:7]=[CH:6][C:4]([O:3][CH2:1][CH3:2])=[O:5])[CH:70]1[CH2:83][CH2:84][CH:85]([O:91][CH:92]1[CH2:97][CH2:96][CH2:95][CH2:94][O:93]1)[CH2:86][CH2:87][CH2:88][CH2:89][CH3:90] |f:1.2,3.4|. Reported procedure: A solution of 5-ethoxycarbonylpenta-2,4-dienyltriphenylphosphorane [prepared by adding N aqueous sodium hydroxide solution (40 ml.) to a stirred solution of 5-ethoxycarbonylpenta-2,4-dienyltriphenylphosphonium bromide (16.4 g.) in water (1000ml.) at 1°-3° C., extracting with chloroform and concentrating the extract to about 250 ml.] was treated at 2° C. under nitrogen with a solution of 3,4-di(2-tetrahydropyranyloxy)-2-[3-(2-tetrahydropyranyloxy)octyl]cyclopentane carbaldehyde (8.5 g.) [prepared... Starting materials: [H-].[Na+] (NaH), oil, solution, FC1C(CCCC1)C=1C2=C(NC1)C=C(S2)C(=O)OC (methyl 6-(2-fluorocyclohexyl)-4H-thieno[3,2-b]pyrrole-2-carboxylate), BrCC(=O)OC (methyl bromoacetate). Run in CN(C)C=O (DMF). Conditions: temperature 60 celsius, time 1 hour. The product is FC1C(CCCC1)C=1C2=C(N(C1)CC(=O)OC)C=C(S2)C(=O)OC (methyl 6-(2-fluorocyclohexyl)-4-(2-methoxy-2-oxoethyl)-4H-thieno[3,2-b]pyrrole-2-carboxylate). The yield is 53.0%. As a reaction SMILES: [H-].[Na+].[F:3][CH:4]1[CH2:9][CH2:8][CH2:7][CH2:6][CH:5]1[C:10]1[C:11]2[S:17][C:16]([C:18]([O:20][CH3:21])=[O:19])=[CH:15][C:12]=2[NH:13][CH:14]=1.Br[CH2:23][C:24]([O:26][CH3:27])=[O:25]>CN(C=O)C>[F:3][CH:4]1[CH2:9][CH2:8][CH2:7][CH2:6][CH:5]1[C:10]1[C:11]2[S:17][C:16]([C:18]([O:20][CH3:21])=[O:19])=[CH:15][C:12]=2[N:13]([CH2:23][C:24]([O:26][CH3:27])=[O:25])[CH:14]=1 |f:0.1|. Procedure details: 60% NaH in mineral oil (2 eq.) was added at RT to a 0.25M solution of methyl 6-(2-fluorocyclohexyl)-4H-thieno[3,2-b]pyrrole-2-carboxylate in dry DMF, after few min methyl bromoacetate (3 eq.) was added and the mixture was stirred at 60° C. for 1 h and left overnight at RT. After dilution with EtOAc, the organic layer was washed with 1N HCl, sat. NaHCO3 and brine, dried over Na2SO4 and concentrated. Chromatography (PE/EtOAc) afforded the title compound (53%). 1H-NMR (400 MHz, CDCl3, 300K, δ) 7.60... The reactants are ClC1=NC=NC(=C1)Cl (4,6-dichloropyrimidine), NC=1C=C(C(=O)NC)C=CC1 (3-amino-N-methylbenzamide), C(C)(C)N(C(C)C)CC (N,N-diisopropylethylamine). Solvent: CC(C)O (2-propanol). Run at temperature 80 celsius. Yields the product ClC1=CC(=NC=N1)NC=1C=C(C(=O)NC)C=CC1 (3-(6-chloropyrimidin-4-ylamino)-N-methylbenzamide). Yield: 92.4%. Reaction SMILES: Cl[C:2]1[CH:7]=[C:6]([Cl:8])[N:5]=[CH:4][N:3]=1.[NH2:9][C:10]1[CH:11]=[C:12]([CH:17]=[CH:18][CH:19]=1)[C:13]([NH:15][CH3:16])=[O:14].C(N(CC)C(C)C)(C)C>CC(O)C>[Cl:8][C:6]1[N:5]=[CH:4][N:3]=[C:2]([NH:9][C:10]2[CH:11]=[C:12]([CH:17]=[CH:18][CH:19]=2)[C:13]([NH:15][CH3:16])=[O:14])[CH:7]=1. Procedure: To 4,6-dichloropyrimidine (500.0 mg, 3.36 mmol) and 3-amino-N-methylbenzamide (504 mg, 3.36 mmol) in 2-propanol (5.00 mL) at RT was added N,N-diisopropylethylamine (0.877 mL, 5.03 mmol). The resulting reaction mixture was heated at 80° C. for 3 days, cooled to RT, concentrated, purified using MPLC (25 g cartridge, 40 g column, 0 to 100% EtOAc-hexanes then 30-100% 90:10 CH2Cl2-MeOH in CH2Cl2). Fractions with product were combined and concentrated giving 3-(6-chloropyrimidin-4-ylamino)-N-methylben... The reactants are O.C1(=CC=CC=2C(=CC=CC12)S(=O)(=O)O)S(=O)(=O)O.ClC1=C(C=CC=C1)[C@@H](C(=O)OC)N1CC2=C(CC1)SC=C2 (methyl(+)-(S)-α-(2-chlorophenyl)-6,7-dihydrothieno[3,2-C]pyridine-5(4H) acetate naphthalene-1,5-disulfonate Hydrate). Solvent: C(C)#N (acetonitrile). The product is C1(=CC=CC=2C(=CC=CC12)S(=O)(=O)O)S(=O)(=O)O.ClC1=C(C=CC=C1)[C@@H](C(=O)OC)N1CC2=C(CC1)SC=C2 (methyl(+)-(S)-α-(2-chlorophenyl)-6,7-dihydrothieno[3,2-C]pyridine-5(4H) acetate naphthalene-1,5-disulfonate). As a reaction SMILES: O.[C:2]1([S:16]([OH:19])(=[O:18])=[O:17])[C:11]2[CH:10]=[CH:9][CH:8]=[C:7]([S:12]([OH:15])(=[O:14])=[O:13])[C:6]=2[CH:5]=[CH:4][CH:3]=1.[Cl:20][C:21]1[CH:26]=[CH:25][CH:24]=[CH:23][C:22]=1[C@H:27]([N:32]1[CH2:37][CH2:36][C:35]2[S:38][CH:39]=[CH:40][C:34]=2[CH2:33]1)[C:28]([O:30][CH3:31])=[O:29]>C(#N)C>[C:2]1([S:16]([OH:19])(=[O:18])=[O:17])[C:11]2[CH:10]=[CH:9][CH:8]=[C:7]([S:12]([OH:15])(=[O:14])=[O:13])[C:6]=2[CH:5]=[CH:4][CH:3]=1.[Cl:20][C:21]1[CH:26]=[CH:25][CH:24]=[CH:23][C:22]=1[C@H:27]([N:32]1[CH2:37][CH2:36][C:35]2[S:38][CH:39]=[CH:40][C:34]=2[CH2:33]1)[C:28]([O:30][CH3:31])=[O:29] |f:0.1.2,4.5|. Reported procedure: Form B of methyl(+)-(S)-α-(2-chlorophenyl)-6,7-dihydrothieno[3,2-C]pyridine-5(4H) acetate naphthalene-1,5-disulfonate hydrate of Example 2 (0.0616 g) was dissolved in acetonitrile (1.0 mL) with sonication. The solution was filtered through a 0.2 μm nylon filter into a clean vial which was placed in a larger vial containing isopropylacetate (2.0 mL). The larger vial was capped and crystallization was afforded by vapor diffusion to afford the title compound in the form of an amorphous solid which ...